This data is from the Open Reaction Database (ORD), a public repository of structured organic reaction records. The task is: describe an organic reaction: reactants, conditions, products, and yield The reactants are BrC1C(C2=CC=C(C=C2C1)OCC(F)(F)F)=O (2-bromo-5-(2,2,2-trifluoroethoxy)indan-1-one), C(C1=CC=CC=C1)(=S)N (thiobenzamide). Product: Br.C1(=CC=CC=C1)C=1SC2C(N1)(C=1C=CC(=CC1C2)OCC(F)(F)F)O (2-Phenyl-6-(2,2,2-trifluoroethoxy)-8,8a-dihydroindeno[1,2-d]thiazol-3a-ol hydrobromide). RXN SMILES: [Br:1][CH:2]1[CH2:10][C:9]2[C:4](=[CH:5][CH:6]=[C:7]([O:11][CH2:12][C:13]([F:16])([F:15])[F:14])[CH:8]=2)[C:3]1=[O:17].[C:18]([NH2:26])(=[S:25])[C:19]1[CH:24]=[CH:23][CH:22]=[CH:21][CH:20]=1>>[BrH:1].[C:19]1([C:18]2[S:25][CH:2]3[CH2:10][C:9]4[CH:8]=[C:7]([O:11][CH2:12][C:13]([F:16])([F:15])[F:14])[CH:6]=[CH:5][C:4]=4[C:3]3([OH:17])[N:26]=2)[CH:24]=[CH:23][CH:22]=[CH:21][CH:20]=1 |f:2.3|. Procedure: This compound is prepared analogously to the process described in Example 1c using 2-bromo-5-(2,2,2-trifluoroethoxy)indan-1-one and thiobenzamide; melting point: 240-246° C. As a reaction SMILES: [CH2:24]1[O:25][CH2:26][CH2:27][CH2:28]1.[CH3:20][CH2:21][CH2:22][NH2:23].[F:1][c:2]1[c:3]([N+:17](=[O:18])[O-:19])[cH:4][cH:5][c:6]([O:8][CH2:9][CH2:10][CH2:11][N:12]([CH2:13][CH3:14])[CH2:15][CH3:16])[cH:7]1>>[c:2]1([NH:23][CH2:22][CH2:21][CH3:20])[c:3]([N+:17](=[O:18])[O-:19])[cH:4][cH:5][c:6]([O:8][CH2:9][CH2:10][CH2:11][N:12]([CH2:13][CH3:14])[CH2:15][CH3:16])[cH:7]1. Reactants: C1CCOC1, CCCN, CCN(CC)CCCOc1ccc([N+](=O)[O-])c(F)c1. Yields the product CCCNc1cc(OCCCN(CC)CC)ccc1[N+](=O)[O-]. Starting materials: C(C)(C)(C)OC(=O)N1CC(C1)C(NC(C(=O)N1C(CN(CC1)C(CC1=CC2=CC=CC=C2C=C1)C(NC)=O)CC)CC1=CC=C(C=C1)F)=O (3-[2-[2-ethyl-4-(1-methylcarbamoyl-2-naphthalen-2-ylethyl)-piperazin-1-yl]-1-(4-fluorobenzyl)-2-oxo-ethylcarbamoyl]-azetidine-1-carboxylic acid tert-butyl ester), C(Cl)Cl.C(=O)(C(F)(F)F)O.O (DCM TFA H2O), ClCCCl (1,2-dichloroethane). Product: FC(C(=O)O)(F)F.C(C)C1N(CCN(C1)C(CC1=CC2=CC=CC=C2C=C1)C(NC)=O)C(C(CC1=CC=C(C=C1)F)NC(=O)C1CNC1)=O (azetidine-3-carboxylic acid [2-[2-ethyl-4-(1-methylcarbamoyl-2-naphthalen-2-yl-ethyl)-piperazin-1-yl]-1-(4-fluorobenzyl)-2-oxo-ethyl]-amide trifluoroacetate). Reaction conditions: time 1 hour. Procedure details: 3-[2-[2-ethyl-4-(1-methylcarbamoyl-2-naphthalen-2-ylethyl)-piperazin-1-yl]-1-(4-fluorobenzyl)-2-oxo-ethylcarbamoyl]-azetidine-1-carboxylic acid tert-butyl ester is dissolved in DCM/TFA/H2O (2/1/0.1) (10 mL) and stirred at room temperature for 1 hour. 1,2-dichloroethane (10 mL) is added, the solvent removed in vacuo to give a residue which is purified by preparative HPLC to afford 300 mg of the desired product. 1H NMR (CDCl3, 300 MHz, δ): 7.71–7.64 (m, 3H), 7.55–7.54 (m, 1H), 7.40–7.31 (m, 2H), 7... RXN SMILES: C(OC([N:8]1[CH2:11][CH:10]([C:12](=[O:49])[NH:13][CH:14]([CH2:41][C:42]2[CH:47]=[CH:46][C:45]([F:48])=[CH:44][CH:43]=2)[C:15]([N:17]2[CH2:22][CH2:21][N:20]([CH:23]([C:35](=[O:38])[NH:36][CH3:37])[CH2:24][C:25]3[CH:34]=[CH:33][C:32]4[C:27](=[CH:28][CH:29]=[CH:30][CH:31]=4)[CH:26]=3)[CH2:19][CH:18]2[CH2:39][CH3:40])=[O:16])[CH2:9]1)=O)(C)(C)C.ClCCCl.C(Cl)Cl.[C:57]([OH:63])([C:59]([F:62])([F:61])[F:60])=[O:58].O>>[F:60][C:59]([F:62])([F:61])[C:57]([OH:63])=[O:58].[CH2:39]([CH:18]1[CH2:19][N:20]([CH:23]([C:35](=[O:38])[NH:36][CH3:37])[CH2:24][C:25]2[CH:34]=[CH:33][C:32]3[C:27](=[CH:28][CH:29]=[CH:30][CH:31]=3)[CH:26]=2)[CH2:21][CH2:22][N:17]1[C:15](=[O:16])[CH:14]([NH:13][C:12]([CH:10]1[CH2:11][NH:8][CH2:9]1)=[O:49])[CH2:41][C:42]1[CH:43]=[CH:44][C:45]([F:48])=[CH:46][CH:47]=1)[CH3:40] |f:2.3.4,5.6|. Reactants: COC=1C=C(C=CC1OC)NC(=O)C1=CC2=C(N=C(S2)N2CCN(CC2)C(=O)OC(C)(C)C)C=C1 (tert-Butyl 4-(6-(3,4-dimethoxyphenylcarbamoyl)benzo[d]thiazol-2-yl)piperazine-1-carboxylate), FC(C(=O)O)(F)F (trifluoroacetic acid). Solvent: C(C)OCC (diethyl ether). Conditions: time 30 minute. Yields the product COC=1C=C(C=CC1OC)NC(=O)C1=CC2=C(N=C(S2)N2CCNCC2)C=C1 (N-(3,4-dimethoxyphenyl)-2-(piperazin-1-yl)benzo[d]thiazole-6-carboxamide). RXN SMILES: [CH3:1][O:2][C:3]1[CH:4]=[C:5]([NH:11][C:12]([C:14]2[CH:35]=[CH:34][C:17]3[N:18]=[C:19]([N:21]4[CH2:26][CH2:25][N:24](C(OC(C)(C)C)=O)[CH2:23][CH2:22]4)[S:20][C:16]=3[CH:15]=2)=[O:13])[CH:6]=[CH:7][C:8]=1[O:9][CH3:10].FC(F)(F)C(O)=O>C(OCC)C>[CH3:1][O:2][C:3]1[CH:4]=[C:5]([NH:11][C:12]([C:14]2[CH:35]=[CH:34][C:17]3[N:18]=[C:19]([N:21]4[CH2:26][CH2:25][NH:24][CH2:23][CH2:22]4)[S:20][C:16]=3[CH:15]=2)=[O:13])[CH:6]=[CH:7][C:8]=1[O:9][CH3:10]. Procedure details: tert-Butyl 4-(6-(3,4-dimethoxyphenylcarbamoyl)benzo[d]thiazol-2-yl)piperazine-1-carboxylate (507.1 mg, 1.15 mmol) was treated with trifluoroacetic acid (24 mL). The resulting homogenous mixture was stirred for 30 min, then diluted with diethyl ether and cooled in ice bath. The resulting solid was collected by filtration and dried in vacuum oven at room temperature to yield N-(3,4-dimethoxyphenyl)-2-(piperazin-1-yl)benzo[d]thiazole-6-carboxamide as a khaki colored amorphous solid. The reactants are CCOC(=O)CBr, CC1(C)CCC(=O)c2cc(Br)ccc21, c1ccccc1. The product is CCOC(=O)CC1(O)CCC(C)(C)c2ccc(Br)cc21. RXN SMILES: [Br:1][CH2:2][C:3](=[O:4])[O:5][CH2:6][CH3:7].[Br:8][c:9]1[cH:10][cH:11][c:12]2[c:17]([cH:18]1)[C:16](=[O:19])[CH2:15][CH2:14][C:13]2([CH3:20])[CH3:21].[cH:22]1[cH:23][cH:24][cH:25][cH:26][cH:27]1>>[CH2:2]([C:3](=[O:4])[O:5][CH2:6][CH3:7])[C:16]1([OH:19])[CH2:15][CH2:14][C:13]([CH3:20])([CH3:21])[c:12]2[cH:11][cH:10][c:9]([Br:8])[cH:18][c:17]21.